This data is from the Open Reaction Database (ORD), a public repository of structured organic reaction records. The task is: describe an organic reaction: reactants, conditions, products, and yield Starting materials: C([O-])([O-])=O.[Cs+].[Cs+] (cesium carbonate), NC=1C=CC2=C(N(C(=N2)SCCCNC(OC(C)(C)C)=O)CC=C(C)C)C1 (tert-butyl {3-[6-amino-1-(3-methylbut-2-enyl)-1H-benzimidazol-2-ylsulfanyl]propyl}carbamate), C(C1=CC=CC=C1)(=O)Br (benzoyl bromide). Solvent: CN(C=O)C (dimethylformamide). Conditions: time 30 minute. Product: C(C1=CC=CC=C1)(=O)NC=1C=CC2=C(N(C(=N2)SCCCNC(OC(C)(C)C)=O)CC=C(C)C)C1 (tert-Butyl {3-[6-benzoylamino-1-(3-methylbut-2-enyl)-1H-benzimidazol-2-ylsulfanyl]propyl}carbamate). The yield is 44.9%. Reaction SMILES: C(=O)([O-])[O-].[Cs+].[Cs+].[NH2:7][C:8]1[CH:9]=[CH:10][C:11]2[N:15]=[C:14]([S:16][CH2:17][CH2:18][CH2:19][NH:20][C:21](=[O:27])[O:22][C:23]([CH3:26])([CH3:25])[CH3:24])[N:13]([CH2:28][CH:29]=[C:30]([CH3:32])[CH3:31])[C:12]=2[CH:33]=1.[C:34](Br)(=[O:41])[C:35]1[CH:40]=[CH:39][CH:38]=[CH:37][CH:36]=1>CN(C)C=O>[C:34]([NH:7][C:8]1[CH:9]=[CH:10][C:11]2[N:15]=[C:14]([S:16][CH2:17][CH2:18][CH2:19][NH:20][C:21](=[O:27])[O:22][C:23]([CH3:24])([CH3:25])[CH3:26])[N:13]([CH2:28][CH:29]=[C:30]([CH3:32])[CH3:31])[C:12]=2[CH:33]=1)(=[O:41])[C:35]1[CH:40]=[CH:39][CH:38]=[CH:37][CH:36]=1 |f:0.1.2|. Reported procedure: 24 mg (0.07 mmol) of cesium carbonate were added to a solution of 58 mg of tert-butyl {3-[6-amino-1-(3-methylbut-2-enyl)-1H-benzimidazol-2-ylsulfanyl]propyl}carbamate (obtained analogously to examples 1a-c) in 5 ml of dimethylformamide, and the mixture was stirred at room temperature for 30 minutes. Subsequently, 17 μl (0.15 mmol) of benzoyl bromide were added and the mixture was stirred at room temperature for 20 hours. The reaction mixture was concentrated under reduced pressure and partitione... Reactants: C(C)(C)(C)OC(NC1=C(C=C(C(=C1)NCC(C)C)C(F)(F)F)[N+](=O)[O-])=O ([5-(isobutyl-amino)-2-nitro-4-trifluoromethyl-phenyl]-carbamic acid tert-butyl ester). Reagents/catalysts: [Pd] (Pd/C). Yields the product C(C)(C)(C)OC(NC1=C(C=C(C(=C1)NCC(C)C)C(F)(F)F)N)=O ([2-Amino-5-(isobutyl-amino)-4-trifluoromethyl-phenyl]-carbamic acid tert-butyl ester), solid. The yield is 76.0%. Reaction SMILES: [C:1]([O:5][C:6](=[O:26])[NH:7][C:8]1[CH:13]=[C:12]([NH:14][CH2:15][CH:16]([CH3:18])[CH3:17])[C:11]([C:19]([F:22])([F:21])[F:20])=[CH:10][C:9]=1[N+:23]([O-])=O)([CH3:4])([CH3:3])[CH3:2]>[Pd]>[C:1]([O:5][C:6](=[O:26])[NH:7][C:8]1[CH:13]=[C:12]([NH:14][CH2:15][CH:16]([CH3:17])[CH3:18])[C:11]([C:19]([F:22])([F:21])[F:20])=[CH:10][C:9]=1[NH2:23])([CH3:3])([CH3:4])[CH3:2]. Procedure: The title compound was prepared from [5-(isobutyl-amino)-2-nitro-4-trifluoromethyl-phenyl]-carbamic acid tert-butyl ester (Example C6) (5.28 g, 13.99 mmol) by hydrogenation with 10% Pd/C according to the general procedure J (method a). Obtained as a pale yellow solid (3.69 g, 76%). Reaction SMILES: [CH:1]1[C:13]2[CH:12]([CH2:14][O:15][C:16]([N:18]3[CH2:22][CH2:21][CH2:20][C@H:19]3[C:23]([OH:25])=[O:24])=[O:17])[C:11]3[C:6](=[CH:7][CH:8]=[CH:9][CH:10]=3)[C:5]=2[CH:4]=[CH:3][CH:2]=1.C(N(C(C)C)C(C)C)C.Br[CH2:36][C:37]([O:39][C:40]([CH3:43])([CH3:42])[CH3:41])=[O:38]>C(Cl)Cl>[N:18]1([C:16]([O:15][CH2:14][CH:12]2[C:11]3[CH:10]=[CH:9][CH:8]=[CH:7][C:6]=3[C:5]3[C:13]2=[CH:1][CH:2]=[CH:3][CH:4]=3)=[O:17])[CH2:22][CH2:21][CH2:20][C@H:19]1[C:23]([O:25][CH2:36][C:37]([O:39][C:40]([CH3:43])([CH3:42])[CH3:41])=[O:38])=[O:24]. Reported procedure: A solution of (S)-1-(((9H-fluoren-9-yl)methoxy)carbonyl)pyrrolidine-2-carboxylic acid (Fmoc-Pro-OH) (5.00 g, 14.8 mmol) in methylene chloride (59 mL) was mixed with N-ethyldiisopropylamine (DIPEA) (7.77 mL, 44.5 mmol) and tert-butyl 2-bromoacetate (4.34 g, 22.2 mmol) with stirring at room temperature, and the reaction mixture was stirred at room temperature for 48 hours. The reaction mixture was washed with a saturated aqueous ammonium chloride solution, and the organic layer was extracted with ... Yields the product N1([C@@H](CCC1)C(=O)OCC(=O)OC(C)(C)C)C(=O)OCC1C2=CC=CC=C2C=2C=CC=CC12 ((S)-1-((9H-fluoren-9-yl)methyl) 2-(2-(tert-butoxy)-2-oxoethyl) pyrrolidine-1,2-dicarboxylate). Reactants: C1=CC=CC=2C3=CC=CC=C3C(C12)COC(=O)N1[C@@H](CCC1)C(=O)O ((S)-1-(((9H-fluoren-9-yl)methoxy)carbonyl)pyrrolidine-2-carboxylic acid), C(C)N(C(C)C)C(C)C (N-ethyldiisopropylamine), BrCC(=O)OC(C)(C)C (tert-butyl 2-bromoacetate). The solvent is C(Cl)Cl (methylene chloride). The yield is 95.9%. Run in CN(C)C=O (DMF), O (H2O), CN(C)C=O (DMF). Reaction SMILES: [NH2:1][CH:2]1[NH:7][CH2:6][CH:5]=[CH:4][NH:3]1.[Cl:8][C:9]1[CH:14]=[CH:13][CH:12]=[C:11]([Cl:15])[C:10]=1[N:16]=[C:17]=[O:18]>CN(C=O)C.O>[Cl:8][C:9]1[CH:14]=[CH:13][CH:12]=[C:11]([Cl:15])[C:10]=1[NH:16][C:17]([NH:1][C:2]1[NH:3][CH2:4][CH2:5][CH2:6][N:7]=1)=[O:18]. The product is ClC1=C(C(=CC=C1)Cl)NC(=O)NC=1NCCCN1 (N-(2,6-dichlorophenyl)-N'-(1,4,5,6-tetrahydropyrimidin-2-yl)urea). Reactants: NC1NC=CCN1 (2-aminotetrahydropyrimidine), ClC1=C(C(=CC=C1)Cl)N=C=O (2,6-dichlorophenyl isocyanate). Reported procedure: A solution of 4.20 g (0.0424 mol) of 2-aminotetrahydropyrimidine in 30 ml of dry DMF was warmed to 70° C. and with stirring there was added 7.16 g (0.0381 mol) of 2,6-dichlorophenyl isocyanate in 25 ml of dry DMF over a period of 0.5 hours. After stirring for 2 hours at 70° C., the reaction mixture was cooled, diluted with H2O and filtered. The filter cake was washed well with H2O and air dried. The crude product, 5.1 g (47%) was dissolved in CH2Cl2, dried over K2CO3, filtered through a prewashe... Reactants: [F-].C(CCC)[N+](CCCC)(CCCC)CCCC (Tetrabutylammonium fluoride), ClC=1C=C(C=CC1Cl)C1(C(C1)(C(=O)OC)C(=O)OC)CCO[Si](C1=CC=CC=C1)(C1=CC=CC=C1)C(C)(C)C (dimethyl 2-(3,4-dichlorophenyl)-2-(2-{[(1,1-dimethylethyl)(diphenyl)silyl]oxy}ethyl)-1,1-cyclopropanedicarboxylate), [NH4+].[OH-] (NH4OH). Solvent: C1CCOC1 (THF), CO (methanol), C1CCOC1 (THF). Reaction conditions: time 3 hour. The product is NC(=O)C1(C(C1)(CCO)C1=CC(=C(C=C1)Cl)Cl)C(=O)OC (methyl 1-(aminocarbonyl)-2-(3,4-dichlorophenyl)-2-(2-hydroxyethyl)cyclopropanecarboxylate). RXN SMILES: [F-].C([N+:6](CCCC)(CCCC)CCCC)CCC.[Cl:19][C:20]1[CH:21]=[C:22]([C:27]2([CH2:38][CH2:39][O:40][Si](C(C)(C)C)(C3C=CC=CC=3)C3C=CC=CC=3)[CH2:29][C:28]2([C:34]([O:36][CH3:37])=[O:35])[C:30](OC)=[O:31])[CH:23]=[CH:24][C:25]=1[Cl:26].[NH4+].[OH-]>C1COCC1.CO>[NH2:6][C:30]([C:28]1([C:34]([O:36][CH3:37])=[O:35])[CH2:29][C:27]1([C:22]1[CH:23]=[CH:24][C:25]([Cl:26])=[C:20]([Cl:19])[CH:21]=1)[CH2:38][CH2:39][OH:40])=[O:31] |f:0.1,3.4|. Reported procedure: Tetrabutylammonium fluoride (TBAF) (5.6 mL, 1.1M/TFH) was added dropwise to a stirred solution of dimethyl 2-(3,4-dichlorophenyl)-2-(2-{[(1,1-dimethylethyl)(diphenyl)silyl]oxy}ethyl)-1,1-cyclopropanedicarboxylate (P14, 2.38 g) in THF (27 mL), at 0° C. After 4 h the ice-bath was removed and the reaction mixture was stirred for 3 h at RT. The solvent was removed under reduced pressure, the residue was treated with ether and water, the organic phase washed with brine, dried over Na2SO4 and the solv... The reactants are [Al+3], C1CCOC1, COc1cccc(-c2cc(Nc3cccnc3)nc(CC(=O)N3CCOCC3)n2)c1, [H-], [H-], [H-], [H-], [Li+]. Yields the product COc1cccc(-c2cc(Nc3cccnc3)nc(CCN3CCOCC3)n2)c1. Reaction SMILES: [Al+3:2].[CH2:37]1[O:38][CH2:39][CH2:40][CH2:41]1.[CH3:7][O:8][c:9]1[cH:10][c:11](-[c:15]2[cH:16][c:17]([NH:30][c:31]3[cH:32][n:33][cH:34][cH:35][cH:36]3)[n:18][c:19]([CH2:21][C:22](=[O:23])[N:24]3[CH2:25][CH2:26][O:27][CH2:28][CH2:29]3)[n:20]2)[cH:12][cH:13][cH:14]1.[H-:1].[H-:4].[H-:5].[H-:6].[Li+:3]>>[CH3:7][O:8][c:9]1[cH:10][c:11](-[c:15]2[cH:16][c:17]([NH:30][c:31]3[cH:32][n:33][cH:34][cH:35][cH:36]3)[n:18][c:19]([CH2:21][CH2:22][N:24]3[CH2:25][CH2:26][O:27][CH2:28][CH2:29]3)[n:20]2)[cH:12][cH:13][cH:14]1. Starting materials: FC1=CC=C2C=CNC2=C1 (6-fluoro-1H-indole), CN1CCC(CC1)=O (1-methyl-4-piperidone). The product is FC1=CC=C2C(=CNC2=C1)C=1CCN(CC1)C (6-fluoro-3-(1-methyl-1,2,3,6-tetrahydropyridin-4-yl)-1H-indole). Yield: 69.2%. RXN SMILES: [F:1][C:2]1[CH:10]=[C:9]2[C:5]([CH:6]=[CH:7][NH:8]2)=[CH:4][CH:3]=1.[CH3:11][N:12]1[CH2:17][CH2:16][C:15](=O)[CH2:14][CH2:13]1>>[F:1][C:2]1[CH:10]=[C:9]2[C:5]([C:6]([C:15]3[CH2:16][CH2:17][N:12]([CH3:11])[CH2:13][CH:14]=3)=[CH:7][NH:8]2)=[CH:4][CH:3]=1. Procedure details: Beginning with 1.00 gm (7.4 mMol) 6-fluoro-1H-indole and 1.82 mL (14.8 mMol) 1-methyl-4-piperidone, 1.18 gm (70%) of the title compound were recovered as a colorless crystalline solid.